From a dataset of the Open Reaction Database (ORD), a public repository of structured organic reaction records. describe an organic reaction: reactants, conditions, products, and yield The reactants are CS(=O)(=O)O, COc1cc(CCC(=O)O)ccc1O. Product: COc1cc2c(cc1O)C(=O)CC2. As a reaction SMILES: [CH3:15][S:16](=[O:17])(=[O:18])[OH:19].[OH:1][c:2]1[c:3]([O:13][CH3:14])[cH:4][c:5]([CH2:8][CH2:9][C:10](=[O:11])[OH:12])[cH:6][cH:7]1>>[OH:1][c:2]1[c:3]([O:13][CH3:14])[cH:4][c:5]2[c:6]([cH:7]1)[C:10](=[O:12])[CH2:9][CH2:8]2. Starting materials: CC(=O)CC(C)C, Fc1ccc(C(OCCCl)c2ccc(F)cc2)cc1, [I-], [K+], CCOC(=O)C1CCNCC1, [Na+], [Na+], O=C([O-])[O-]. Product: CCOC(=O)C1CCN(CCOC(c2ccc(F)cc2)c2ccc(F)cc2)CC1. RXN SMILES: [CH2:39]([C:40]([CH3:41])=[O:42])[CH:43]([CH3:44])[CH3:45].[F:1][c:2]1[cH:3][cH:4][c:5]([CH:8]([O:9][CH2:10][CH2:11][Cl:12])[c:13]2[cH:14][cH:15][c:16]([F:19])[cH:17][cH:18]2)[cH:6][cH:7]1.[I-:38].[K+:37].[NH:20]1[CH2:21][CH2:22][CH:23]([C:24](=[O:25])[O:26][CH2:27][CH3:28])[CH2:29][CH2:30]1.[Na+:31].[Na+:32].[O-:33][C:34](=[O:35])[O-:36]>>[F:1][c:2]1[cH:3][cH:4][c:5]([CH:8]([O:9][CH2:10][CH2:11][N:20]2[CH2:21][CH2:22][CH:23]([C:24](=[O:25])[O:26][CH2:27][CH3:28])[CH2:29][CH2:30]2)[c:13]2[cH:14][cH:15][c:16]([F:19])[cH:17][cH:18]2)[cH:6][cH:7]1. The reactants are Cc1c(S(C)(=O)=O)ccnc1CO, ClC(Cl)Cl, O=S(Cl)Cl. Yields the product Cc1c(S(C)(=O)=O)ccnc1CCl. As a reaction SMILES: [CH3:1][S:2](=[O:3])(=[O:4])[c:5]1[c:6]([CH3:13])[c:7]([CH2:11][OH:12])[n:8][cH:9][cH:10]1.[CH:18]([Cl:19])([Cl:20])[Cl:21].[S:14]([Cl:15])([Cl:16])=[O:17]>>[CH3:1][S:2](=[O:3])(=[O:4])[c:5]1[c:6]([CH3:13])[c:7]([CH2:11][Cl:16])[n:8][cH:9][cH:10]1. Starting materials: N#Cc1cccc(C=O)c1, ClCCl, O=CC=P(c1ccccc1)(c1ccccc1)c1ccccc1. Product: N#Cc1cccc(C=CC=O)c1. RXN SMILES: [C:1](#[N:2])[c:3]1[cH:4][c:5]([CH:6]=[O:7])[cH:8][cH:9][cH:10]1.[Cl:33][CH2:34][Cl:35].[c:11]1([P:12]([c:13]2[cH:14][cH:15][cH:16][cH:17][cH:18]2)([c:19]2[cH:20][cH:21][cH:22][cH:23][cH:24]2)=[CH:30][CH:31]=[O:32])[cH:25][cH:26][cH:27][cH:28][cH:29]1>>[C:1](#[N:2])[c:3]1[cH:4][c:5]([CH:6]=[CH:30][CH:31]=[O:32])[cH:8][cH:9][cH:10]1. The reactants are Nc1ccc(Cl)c([N+](=O)[O-])c1, O=S(=O)(O)Cl, c1ccccc1, c1ccncc1. Yields the product O=[N+]([O-])c1cc(NS(=O)(=O)c2ccccc2)ccc1Cl. Reaction SMILES: [NH2:1][c:2]1[cH:3][c:4]([N+:9](=[O:10])[O-:11])[c:5]([Cl:8])[cH:6][cH:7]1.[S:12](=[O:13])([Cl:14])([OH:15])=[O:16].[cH:17]1[cH:18][cH:19][cH:20][cH:21][cH:22]1.[cH:23]1[cH:24][cH:25][n:26][cH:27][cH:28]1>>[NH:1]([c:2]1[cH:3][c:4]([N+:9](=[O:10])[O-:11])[c:5]([Cl:8])[cH:6][cH:7]1)[S:12](=[O:13])(=[O:15])[c:17]1[cH:18][cH:19][cH:20][cH:21][cH:22]1. The reactants are CCOC(C)=O, Cl, Cc1cc(CC(OC(=O)N2CCC(c3cc4cccc(F)c4[nH]c3=O)CC2)C(=O)N2CCC(N3CCCCC3)CC2)cc2cn(COCC[Si](C)(C)C)nc12. Product: Cc1cc(CC(OC(=O)N2CCC(c3cc4cccc(F)c4[nH]c3=O)CC2)C(=O)N2CCC(N3CCCCC3)CC2)cc2cn[nH]c12. Reaction SMILES: [CH3:57][CH2:58][O:59][C:60](=[O:61])[CH3:62].[ClH:56].[F:1][c:2]1[cH:3][cH:4][cH:5][c:6]2[cH:7][c:8]([CH:13]3[CH2:14][CH2:15][N:16]([C:19](=[O:20])[O:21][CH:22]([C:23]([N:24]4[CH2:25][CH2:26][CH:27]([N:30]5[CH2:31][CH2:32][CH2:33][CH2:34][CH2:35]5)[CH2:28][CH2:29]4)=[O:36])[CH2:37][c:38]4[cH:39][c:40]5[cH:41][n:42]([CH2:48][O:49][CH2:50][CH2:51][Si:52]([CH3:53])([CH3:54])[CH3:55])[n:43][c:44]5[c:45]([CH3:47])[cH:46]4)[CH2:17][CH2:18]3)[c:9](=[O:12])[nH:10][c:11]12>>[F:1][c:2]1[cH:3][cH:4][cH:5][c:6]2[cH:7][c:8]([CH:13]3[CH2:14][CH2:15][N:16]([C:19](=[O:20])[O:21][CH:22]([C:23]([N:24]4[CH2:25][CH2:26][CH:27]([N:30]5[CH2:31][CH2:32][CH2:33][CH2:34][CH2:35]5)[CH2:28][CH2:29]4)=[O:36])[CH2:37][c:38]4[cH:39][c:40]5[cH:41][n:42][nH:43][c:44]5[c:45]([CH3:47])[cH:46]4)[CH2:17][CH2:18]3)[c:9](=[O:12])[nH:10][c:11]12. The reactants are N1=CC=C(C=C1)C=1C=C(C=O)C=CC1 (3-(pyridin-4-yl)benzaldehyde), NC1=CC=CC=C1 (aniline), [BH3-]C#N.[Na+] (NaBH3CN). Solvent: CN(C)C=O.CC(=O)O (DMF AcOH). Reaction conditions: temperature 110 celsius, time 2 hour. Product: N1=CC=C(C=C1)C=1C=C(CNC2=CC=CC=C2)C=CC1 (N-(3-(pyridin-4-yl)benzyl)benzenamine). RXN SMILES: [N:1]1[CH:6]=[CH:5][C:4]([C:7]2[CH:8]=[C:9]([CH:12]=[CH:13][CH:14]=2)[CH:10]=O)=[CH:3][CH:2]=1.[NH2:15][C:16]1[CH:21]=[CH:20][CH:19]=[CH:18][CH:17]=1.[BH3-]C#N.[Na+]>CN(C=O)C.CC(O)=O>[N:1]1[CH:6]=[CH:5][C:4]([C:7]2[CH:8]=[C:9]([CH:12]=[CH:13][CH:14]=2)[CH2:10][NH:15][C:16]2[CH:21]=[CH:20][CH:19]=[CH:18][CH:17]=2)=[CH:3][CH:2]=1 |f:2.3,4.5|. Reported procedure: Into a 50-mL round-bottom flask, was placed a solution of 3-(pyridin-4-yl)benzaldehyde from Example 1 Step 1 (2 g, 10.9 mmol, 1 equiv) in DMF/AcOH (20/2 mL), aniline (1.02 g, 11.0 mmol, 1 equiv) and NaBH3CN (2.62 g, 41.6 mmol, 4 equiv). The resulting solution was stirred 2 h at 110° C. The reaction was then quenched by the addition of 30 mL of water. The resulting solution was extracted with 30 mL of ethyl acetate, dried over anhydrous sodium sulfate, filtered and concentrated under vacuum. The ...